This data is from the Open Reaction Database (ORD), a public repository of structured organic reaction records. The task is: describe an organic reaction: reactants, conditions, products, and yield Starting materials: ClC1=CC=C(CNC2=CC=C(C(=O)OCC)C=C2)C=C1 (Ethyl 4-(4-chlorobenzylamino)-benzoate), C(C)(=O)OC(C)=O (acetic anhydride), C([O-])(O)=O.[Na+] (sodium bicarbonate). Reagents/catalysts: S(O)(O)(=O)=O (sulphuric acid). The solvent is O (water). Conditions: time 1 hour. Product: C(C)OC(=O)C1=CC=C(C=C1)N(C(C)=O)CC1=CC=C(C=C1)Cl (N-(4-ethoxycarbonylphenyl)-N-(4-chlorobenzyl)-acetamide). The yield is 63.0%. RXN SMILES: [Cl:1][C:2]1[CH:20]=[CH:19][C:5]([CH2:6][NH:7][C:8]2[CH:18]=[CH:17][C:11]([C:12]([O:14][CH2:15][CH3:16])=[O:13])=[CH:10][CH:9]=2)=[CH:4][CH:3]=1.[C:21](OC(=O)C)(=[O:23])[CH3:22].C(=O)(O)[O-].[Na+]>S(=O)(=O)(O)O.O>[CH2:15]([O:14][C:12]([C:11]1[CH:17]=[CH:18][C:8]([N:7]([CH2:6][C:5]2[CH:19]=[CH:20][C:2]([Cl:1])=[CH:3][CH:4]=2)[C:21](=[O:23])[CH3:22])=[CH:9][CH:10]=1)=[O:13])[CH3:16] |f:2.3|. Procedure: Ethyl 4-(4-chlorobenzylamino)-benzoate (11.56 g; 0.04 M), acetic anhydride (40 ml) and concentrated sulphuric acid (5 drops) were mixed and heated with stirring on a steam-bath for 1 hour. The mixture was cooled to room temperature, added to iced water (100 ml) and neutralised with solid sodium bicarbonate. The product was extracted into dichloromethane (2×100 ml), washed with water (1×100 ml) and evaporated to give an oil from which N-(4-ethoxycarbonylphenyl)-N-(4-chlorobenzyl)-acetamide (8.32 ... Reactants: ClC1=C(C=CC(=C1)Cl)C1=NC(=NC=C1N1C=NC=C1)CCN (4-(2,4-dichlorophenyl)-5-imidazol-1-ylpyrimidin-2-ylethylamine), ClC1=CC=C(C(=N1)OCCN(C)C)[N+](=O)[O-] ([2-(6-chloro-3-nitro(2-pyridyloxy))ethyl]dimethylamine), ClC1=C(C=CC(=C1)Cl)C1=NC(=NC=C1C=1NC=CN1)NCCNC1=NC(=C(C=C1)[N+](=O)[O-])OC ([4-(2,4-dichlorophenyl)-5-imidazol-2-ylpyrimidin-2-yl]{2-[(6-methoxy-5-nitro(2-pyridyl))amino]ethyl}amine). The product is ClC1=C(C=CC(=C1)Cl)C1=NC(=NC=C1C=1NC=CN1)NCCNC1=CC=C(C(=N1)OCCN(C)C)[N+](=O)[O-] ((2-{6-[(2-{[4-(2,4-dichlorophenyl)-5-imidazolylpyrimidin-2-yl]amino}ethyl)-amino]-3-nitro(2-pyridyloxy)}ethyl)dimethylamine). Reaction SMILES: ClC1C=C(Cl)C=CC=1C1C(N2C=CN=C2)=CN=C(CCN)N=1.Cl[C:24]1[N:29]=[C:28]([O:30][CH2:31][CH2:32][N:33]([CH3:35])[CH3:34])[C:27]([N+:36]([O-:38])=[O:37])=[CH:26][CH:25]=1.[Cl:39][C:40]1[CH:45]=[C:44]([Cl:46])[CH:43]=[CH:42][C:41]=1[C:47]1[C:52]([C:53]2[NH:54][CH:55]=[CH:56][N:57]=2)=[CH:51][N:50]=[C:49]([NH:58][CH2:59][CH2:60][NH:61]C2C=CC([N+]([O-])=O)=C(OC)N=2)[N:48]=1>>[Cl:39][C:40]1[CH:45]=[C:44]([Cl:46])[CH:43]=[CH:42][C:41]=1[C:47]1[C:52]([C:53]2[NH:57][CH:56]=[CH:55][N:54]=2)=[CH:51][N:50]=[C:49]([NH:58][CH2:59][CH2:60][NH:61][C:24]2[N:29]=[C:28]([O:30][CH2:31][CH2:32][N:33]([CH3:35])[CH3:34])[C:27]([N+:36]([O-:38])=[O:37])=[CH:26][CH:25]=2)[N:48]=1. Reported procedure: (2-{6-[(2-{[4-(2,4-dichlorophenyl)-5-imidazolylpyrimidin-2-yl]amino}ethyl)-amino]-3-nitro(2-pyridyloxy)}ethyl)dimethylamine was prepared from [4-(2,4-dichlorophenyl)-5-imidazol-1-ylpyrimidin-2-ylethylamine and [2-(6-chloro-3-nitro(2-pyridyloxy))ethyl]dimethylamine in accordance with the procedure described above for the preparation of [4-(2,4-dichlorophenyl)-5-imidazol-2-ylpyrimidin-2-yl]{2-[(6-methoxy-5-nitro(2-pyridyl))amino]ethyl}amine. Reactants: N(=NC(C#N)(C)C)C(C#N)(C)C (2,2′-azobis(isobutyronitrile)), CC1=NC=CC=C1[N+](=O)[O-] (2-methyl-3-nitropyridine), BrN1C(CCC1=O)=O (N-bromosuccinimide). The solvent is C(Cl)(Cl)(Cl)Cl (carbon tetrachloride). Product: BrCC1=NC=CC=C1[N+](=O)[O-] (2-bromomethyl-3-nitropyridine). The yield is 37.3%. RXN SMILES: N(C(C)(C)C#N)=NC(C)(C)C#N.[CH3:13][C:14]1[C:19]([N+:20]([O-:22])=[O:21])=[CH:18][CH:17]=[CH:16][N:15]=1.[Br:23]N1C(=O)CCC1=O>C(Cl)(Cl)(Cl)Cl>[Br:23][CH2:13][C:14]1[C:19]([N+:20]([O-:22])=[O:21])=[CH:18][CH:17]=[CH:16][N:15]=1. Procedure: 2,2′-azobis(isobutyronitrile) (2.7 g, 16.4 mmol) was added to a solution of 2-methyl-3-nitropyridine (12.97 g, 92.6 mmol) prepared in Step 1 and N-bromosuccinimide (23.06 g, 130 mmol) in carbon tetrachloride (100 ml) and then the reaction mixture was refluxed for 3 days. The reaction mixture was cooled to room temperature and then concentrated under reduced pressure. The resulting residue was diluted with ethyl acetate (100 ml) and then washed with a saturated sodium bicarbonate solution and a s... Reactants: NC=1C(=NC(=C(C1C=C)C(F)(F)F)OC)C1=NN=C(O1)[C@](C(F)(F)F)(C)O ((S)-2-(5-(3-Amino-6-methoxy-5-(trifluoromethyl)-4-vinylpyridin-2-yl)-1,3,4-oxadiazol-2-yl)-1,1,1-trifluoropropan-2-ol), CC1(OB(OC1(C)C)C(=C)C)C (4,4,5,5-tetramethyl-2-(prop-1-en-2-yl)-1,3,2-dioxaborolane). Yields the product NC=1C(=NC(=C(C1C(=C)C)C(F)(F)F)OC)C1=NN=C(O1)[C@](C(F)(F)F)(C)O ((S)-2-[5-(3-Amino-4-isopropenyl-6-methoxy-5-trifluoromethyl-pyridin-2-yl)-[1,3,4]oxadiazol-2-yl]-1,1,1-trifluoro-propan-2-ol). Reaction SMILES: [NH2:1][C:2]1[C:3]([C:16]2[O:20][C:19]([C@@:21]([OH:27])([CH3:26])[C:22]([F:25])([F:24])[F:23])=[N:18][N:17]=2)=[N:4][C:5]([O:14][CH3:15])=[C:6]([C:10]([F:13])([F:12])[F:11])[C:7]=1[CH:8]=[CH2:9].[CH3:28]C1(C)C(C)(C)OB(C(C)=C)O1>>[NH2:1][C:2]1[C:3]([C:16]2[O:20][C:19]([C@@:21]([OH:27])([CH3:26])[C:22]([F:25])([F:24])[F:23])=[N:18][N:17]=2)=[N:4][C:5]([O:14][CH3:15])=[C:6]([C:10]([F:12])([F:13])[F:11])[C:7]=1[C:8]([CH3:28])=[CH2:9]. Procedure: The title compound was prepared analogously to (S)-2-(5-(3-Amino-6-methoxy-5-(trifluoromethyl)-4-vinylpyridin-2-yl)-1,3,4-oxadiazol-2-yl)-1,1,1-trifluoropropan-2-ol (Example 14.0 step 1) by replacing 4,4,5,5-tetramethyl-2-vinyl-1,3,2-dioxaborolane with 4,4,5,5-tetramethyl-2-(prop-1-en-2-yl)-1,3,2-dioxaborolane; Reactants: CC(=O)[O-], CCO, CC1(COC(=O)Nc2ccc(Cl)cc2)CO1, O=[N+]([O-])c1c[nH]c([N+](=O)[O-])n1, [Na+]. The product is CC1(COC(=O)Nc2ccc(Cl)cc2)Cn2cc([N+](=O)[O-])nc2O1. As a reaction SMILES: [CH3:29][C:30](=[O:31])[O-:32].[CH3:33][CH2:34][OH:35].[Cl:1][c:2]1[cH:3][cH:4][c:5]([NH:8][C:9]([O:10][CH2:11][C:12]2([CH3:15])[O:13][CH2:14]2)=[O:16])[cH:6][cH:7]1.[N+:17]([O-:18])(=[O:19])[c:20]1[nH:21][cH:22][c:23]([N+:25](=[O:26])[O-:27])[n:24]1.[Na+:28]>>[Cl:1][c:2]1[cH:3][cH:4][c:5]([NH:8][C:9]([O:10][CH2:11][C:12]2([CH3:15])[O:13][c:20]3[n:21]([cH:22][c:23]([N+:25](=[O:26])[O-:27])[n:24]3)[CH2:14]2)=[O:16])[cH:6][cH:7]1. Starting materials: O=C1CCC(=O)N1Br, COCCOc1ccccc1OCCOC, CCOC(C)=O, CN(C)C=O. RXN SMILES: [Br:17][N:18]1[C:19](=[O:20])[CH2:21][CH2:22][C:23]1=[O:24].[CH3:1][O:2][CH2:3][CH2:4][O:5][c:6]1[c:7]([O:12][CH2:13][CH2:14][O:15][CH3:16])[cH:8][cH:9][cH:10][cH:11]1.[CH3:30][CH2:31][O:32][C:33]([CH3:34])=[O:35].[O:25]=[CH:26][N:27]([CH3:28])[CH3:29]>>[CH3:1][O:2][CH2:3][CH2:4][O:5][c:6]1[c:7]([O:12][CH2:13][CH2:14][O:15][CH3:16])[cH:8][cH:9][c:10]([Br:17])[cH:11]1. The product is COCCOc1ccc(Br)cc1OCCOC.